This data is from the Open Reaction Database (ORD), a public repository of structured organic reaction records. The task is: describe an organic reaction: reactants, conditions, products, and yield The reactants are N1(CCCC1)CCOC1=CC=C(C=C1)C1=C(C2=C(S1)C=CC=C2)C(=O)C2=CC=C(C=C2)F (4-Fluorophenyl 2-[4-[2-(1-pyrrolidinyl)ethoxy]phenyl]-benzo[b]thiophen-3-yl ketone), O (water), NCCN1CCCC1 (1-(2-aminoethyl)pyrrolidine), C([O-])([O-])=O.[K+].[K+] (potassium carbonate). The solvent is CN(C)C=O (DMF). Reaction conditions: temperature 130 celsius, time 0.5 hour. The product is O.C(C(=O)O)(=O)O.C(C(=O)O)(=O)O.C(C(=O)O)(=O)O.N1(CCCC1)CCNC1=CC=C(C=C1)C(=O)C=1C2=C(SC1C1=CC=C(C=C1)OCCN1CCCC1)C=CC=C2 (2-[4-[2-(1-Pyrrolidinyl)ethoxy]phenyl]benzo[b]thiophen-3-yl 4-[[2-(1-Pyrrolidinyl)ethyl]-amino]phenyl Ketone Trioxalate Hydrate). Isolated yield 68.0%. As a reaction SMILES: [N:1]1([CH2:6][CH2:7][O:8][C:9]2[CH:14]=[CH:13][C:12]([C:15]3[S:19][C:18]4[CH:20]=[CH:21][CH:22]=[CH:23][C:17]=4[C:16]=3[C:24]([C:26]3[CH:31]=[CH:30][C:29](F)=[CH:28][CH:27]=3)=[O:25])=[CH:11][CH:10]=2)[CH2:5][CH2:4][CH2:3][CH2:2]1.[NH2:33][CH2:34][CH2:35][N:36]1[CH2:40][CH2:39][CH2:38][CH2:37]1.[C:41](=[O:44])([O-:43])[O-:42].[K+].[K+].[OH2:47]>CN(C=O)C>[OH2:8].[C:24]([OH:25])(=[O:47])[C:41]([OH:43])=[O:44].[C:41]([OH:42])(=[O:44])[C:7]([OH:8])=[O:47].[C:24]([OH:25])(=[O:47])[C:41]([OH:43])=[O:44].[N:36]1([CH2:35][CH2:34][NH:33][C:29]2[CH:30]=[CH:31][C:26]([C:24]([C:16]3[C:17]4[CH:23]=[CH:22][CH:21]=[CH:20][C:18]=4[S:19][C:15]=3[C:12]3[CH:13]=[CH:14][C:9]([O:8][CH2:7][CH2:6][N:1]4[CH2:5][CH2:4][CH2:3][CH2:2]4)=[CH:10][CH:11]=3)=[O:25])=[CH:27][CH:28]=2)[CH2:40][CH2:39][CH2:38][CH2:37]1 |f:2.3.4,7.8.9.10.11|. Procedure: 4-Fluorophenyl 2-[4-[2-(1-pyrrolidinyl)ethoxy]phenyl]-benzo[b]thiophen-3-yl ketone (Example 145, Part A) (1.1 g; 2.5 mmol) was combined with 1.6 mL (12.3 mmol) of 1-(2-aminoethyl)pyrrolidine and 1.0 g (7.4 mmol) of potassium carbonate in 2 mL of dry DMF. The mixture was heated in an oil bath maintained at 130° C. for 18 h. After cooling to room temperature, the mixture was poured into 150 mL of water and stirred for 0.5 h. The product was isolated by filtration and washed with fresh water. The t... Starting materials: N1=C(N=CC=C1)S (pyrimidine-2-thiol), COC(C1=CC=C(C=C1)CBr)=O (4-bromomethyl-benzoic acid methyl ester), CN(C)C=O (DMF). Reaction conditions: temperature 60 celsius. Product: COC(C1=CC=C(C=C1)CSC1=NC=CC(=N1)C1=CC=C(C=C1)OC)=O (4-[4-(4-Methoxy-phenyl)-pyrimidin-2-ylsulfanylmethyl]-benzoic acid methyl ester). As a reaction SMILES: [N:1]1[CH:6]=[CH:5][CH:4]=[N:3][C:2]=1[SH:7].[CH3:8][O:9][C:10](=[O:19])[C:11]1[CH:16]=[CH:15][C:14]([CH2:17]Br)=[CH:13][CH:12]=1.CN([CH:23]=[O:24])C>>[CH3:8][O:9][C:10](=[O:19])[C:11]1[CH:16]=[CH:15][C:14]([CH2:17][S:7][C:2]2[N:3]=[C:4]([C:11]3[CH:16]=[CH:15][C:14]([O:24][CH3:23])=[CH:13][CH:12]=3)[CH:5]=[CH:6][N:1]=2)=[CH:13][CH:12]=1. Procedure details: To a solution of 444-methoxy-phenyl)-pyrimidine-2-thiol (225a) (1.00 g, 4.58 mmol) in DMF (30 mL) was added 4-bromomethyl-benzoic acid methyl ester (1.05 g, 4.58 mmol). The mixture was heated at 60° C. for 1 h and evaporated to dryness to form the compound 226a, which was used in the next without purification. LRMS=366.4(calc.), 367.4 (found).